This data is from the Open Reaction Database (ORD), a public repository of structured organic reaction records. The task is: describe an organic reaction: reactants, conditions, products, and yield Reactants: product, C(C)(=O)OC(C#CCN(S(=O)(=O)C)CCCCCCC(=O)OCC)(CCC)CCC (ethyl 7-[N-(4-acetoxy-4-propyl-2-heptynyl)methanesulfonamido]heptanoate), BrCC#C[C@@H](CCCCC)OC(C)=O (1-bromo-4(R)-acetoxy-2-nonyne), BrCC#CC(CCC)(CCC)OC(C)=O (1-bromo-4-acetoxy-4-propyl-2-heptyne). Product: C(C)C(C(=O)O)CCCCCN(S(=O)(=O)C)C\C=C\C(CCCCC)OC(C)=O (ethyl 7-[N-(4-acetoxy-(E)-2-nonenyl)methanesulfonamido]heptanoic acid), OC1(CCCCCCC1)CCCN(S(=O)(=O)C)CCCCCCC(=O)O (7-{N-[3(1-hydroxycyclooctyl)propyl]methanesulfonamido}heptanoic acid). As a reaction SMILES: Br[CH2:2][C:3]#[C:4][C@H:5]([O:11][C:12](=[O:14])[CH3:13])[CH2:6][CH2:7][CH2:8][CH2:9][CH3:10].Br[CH2:16][C:17]#CC(OC(=O)C)(CCC)CCC.C([O:33][C:34]([CH2:57][CH2:58][CH3:59])([CH2:54][CH2:55][CH3:56])[C:35]#[C:36][CH2:37][N:38]([CH2:43][CH2:44][CH2:45][CH2:46][CH2:47][CH2:48][C:49]([O:51]CC)=[O:50])[S:39]([CH3:42])(=[O:41])=[O:40])(=O)C>>[CH2:16]([CH:48]([CH2:47][CH2:46][CH2:45][CH2:44][CH2:43][N:38]([CH2:2]/[CH:3]=[CH:4]/[CH:5]([O:11][C:12](=[O:14])[CH3:13])[CH2:6][CH2:7][CH2:8][CH2:9][CH3:10])[S:39]([CH3:42])(=[O:40])=[O:41])[C:49]([OH:51])=[O:50])[CH3:17].[OH:33][C:34]1([CH2:35][CH2:36][CH2:37][N:38]([CH2:43][CH2:44][CH2:45][CH2:46][CH2:47][CH2:48][C:49]([OH:51])=[O:50])[S:39]([CH3:42])(=[O:40])=[O:41])[CH2:54][CH2:55][CH2:56][CH2:2][CH2:59][CH2:58][CH2:57]1. Procedure details: The synthesis of this compound is carried out as described in Example 3, except that, in Step A, the 1-bromo-4(R)-acetoxy-2-nonyne is replaced by an equimolar amount of 1-bromo-4-acetoxy-4-propyl-2-heptyne (Example W). The product of Step A is thus ethyl 7-[N-(4-acetoxy-4-propyl-2-heptynyl)methanesulfonamido]heptanoate. The subsequent steps yield 7-[N-(4-hydroxy-4-propyl-2-heptynyl)methanesulfonamido]heptanoic acid (B) and 7-[N-(4-hydroxy-4-propyhexyl)methanesulfonamido]heptanoic acid (C).